Task: describe an organic reaction: reactants, conditions, products, and yield. Dataset: the Open Reaction Database (ORD), a public repository of structured organic reaction records Reactants: BrC1=NC=C(N=C1)OC(C)C (2-Bromo-5-isopropoxypyrazine), OC1=CC=C(C=C1)CCC(C)NC(C)=O (N-[3-(4-hydroxyphenyl)-1-methylpropyl]acetamide), C([O-])([O-])=O.[Cs+].[Cs+] (cesium carbonate), Cl.CN(CC(=O)O)C (N,N-dimethylglycine hydrochloride). The reagents and catalysts are [Cu](I)I (copper iodide). Solvent: O1CCOCC1 (dioxane). Product: C(C)(C)OC=1N=CC(=NC1)OC1=CC=C(C=C1)CCC(C)NC(C)=O (N-{3-[4-(5-Isopropoxypyrazin-2-yloxy)phenyl]-1-methylpropyl}acetamide). Reaction SMILES: Br[C:2]1[CH:7]=[N:6][C:5]([O:8][CH:9]([CH3:11])[CH3:10])=[CH:4][N:3]=1.[OH:12][C:13]1[CH:18]=[CH:17][C:16]([CH2:19][CH2:20][CH:21]([NH:23][C:24](=[O:26])[CH3:25])[CH3:22])=[CH:15][CH:14]=1.C(=O)([O-])[O-].[Cs+].[Cs+].Cl.CN(C)CC(O)=O>O1CCOCC1.[Cu](I)I>[CH:9]([O:8][C:5]1[N:6]=[CH:7][C:2]([O:12][C:13]2[CH:14]=[CH:15][C:16]([CH2:19][CH2:20][CH:21]([NH:23][C:24](=[O:26])[CH3:25])[CH3:22])=[CH:17][CH:18]=2)=[N:3][CH:4]=1)([CH3:11])[CH3:10] |f:2.3.4,5.6|. Procedure details: 2-Bromo-5-isopropoxypyrazine (100 mg, 0.46 mmol), N-[3-(4-hydroxyphenyl)-1-methylpropyl]acetamide (143 mg, 0.69 mmol), cesium carbonate (300 mg, 0.92 mmol), copper iodide (8.77 mg, 0.046 mmol) and N,N-dimethylglycine hydrochloride (19.3 mg, 0.138 mmol) were stirred in 2 ml of dioxane at 100° C. under argon for 7 h. The batch was filtered, the filtrate was concentrated and admixed with ethyl acetate and water, and the organic phase was separated off, concentrated and purified by preparative HPLC ... Reactants: [Li]CCCC, C1=Cc2ccccc2C1, Cn1ccnc1CCl, Cl, Cl, C1CCOC1. Yields the product Cn1ccnc1CC1=CCc2ccccc21. As a reaction SMILES: [CH2:10]([Li:11])[CH2:12][CH2:13][CH3:14].[CH2:1]1[CH:2]=[CH:3][c:4]2[cH:5][cH:6][cH:7][cH:8][c:9]21.[Cl:16][CH2:17][c:18]1[n:19]([CH3:23])[cH:20][cH:21][n:22]1.[ClH:15].[ClH:24].[O:25]1[CH2:26][CH2:27][CH2:28][CH2:29]1>>[CH2:1]1[CH:2]=[C:3]([CH2:17][c:18]2[n:19]([CH3:23])[cH:20][cH:21][n:22]2)[c:4]2[cH:5][cH:6][cH:7][cH:8][c:9]21. Starting materials: CCOC(=O)C (EtOAc), BrC=1C=CC(=NC1)[N+](=O)[O-] (5-bromo-2-nitropyridine), ClC1=C(C=C(C=C1)O)C(F)(F)F (4-chloro-3-(trifluoromethyl)phenol), C([O-])([O-])=O.[K+].[K+] (potassium carbonate). Run in O (H2O), C(C)#N (acetonitrile). Reaction conditions: temperature 80 celsius, time 10 hour. The product is ClC1=C(C=C(OC=2C=CC(=NC2)[N+](=O)[O-])C=C1)C(F)(F)F (5-(4-chloro-3-(trifluoromethyl)phenoxy)-2-nitropyridine). Isolated yield 34.0%. As a reaction SMILES: Br[C:2]1[CH:3]=[CH:4][C:5]([N+:8]([O-:10])=[O:9])=[N:6][CH:7]=1.[Cl:11][C:12]1[CH:17]=[CH:16][C:15]([OH:18])=[CH:14][C:13]=1[C:19]([F:22])([F:21])[F:20].C(=O)([O-])[O-].[K+].[K+].CCOC(C)=O>C(#N)C.O>[Cl:11][C:12]1[CH:17]=[CH:16][C:15]([O:18][C:2]2[CH:3]=[CH:4][C:5]([N+:8]([O-:10])=[O:9])=[N:6][CH:7]=2)=[CH:14][C:13]=1[C:19]([F:20])([F:21])[F:22] |f:2.3.4|. Procedure details: To a solution of 5-bromo-2-nitropyridine (15 g, 73.9 mmol) and 4-chloro-3-(trifluoromethyl)phenol (14.52 g, 73.9 mmol) in acetonitrile (200 mL) was added potassium carbonate (18.38 g, 133 mmol) and the reaction mixture was stirred at 80° C. for 10 hr. Then, 200 mL of EtOAc and 200 mL of H2O were added. The organic layer was separated and concentrated under reduced pressure. The crude product was purified by a silica gel column chromatography eluting and was eluted with Hex/EtOAc (5:1) to provide... The reactants are CC(C)S, O=C(O)C=Cc1ccc(C(F)(F)F)nc1Cl, [H-], [Na+]. Product: CC(C)Sc1nc(C(F)(F)F)ccc1C=CC(=O)O. As a reaction SMILES: [CH3:17][CH:18]([CH3:19])[SH:20].[Cl:1][c:2]1[n:3][c:4]([C:13]([F:14])([F:15])[F:16])[cH:5][cH:6][c:7]1[CH:8]=[CH:9][C:10](=[O:11])[OH:12].[H-:21].[Na+:22]>>[c:2]1([S:20][CH:18]([CH3:17])[CH3:19])[n:3][c:4]([C:13]([F:14])([F:15])[F:16])[cH:5][cH:6][c:7]1[CH:8]=[CH:9][C:10](=[O:11])[OH:12]. Run in CN(C=O)C (N,N-dimethylformamide), O1CCCC1 (tetrahydrofuran). Product: [I-].C(C1=CC=CC=C1)(C1=CC=CC=C1)OC(=O)C=1N2C([C@H]([C@H]2SCC1C[P+](C1=CC=CC=C1)(C1=CC=CC=C1)C1=CC=CC=C1)N=CC=1C(O)=CC=CC1)=O ((6R,7R)-2-benzhydryloxycarbonyl-8-oxo-7-salicylideneamino-5-thia-1-azabicyclo[4.2.0]oct-2-ene-3-ylmethyl-triphenyl-phosphonium iodide). Conditions: time 15 minute. Reaction SMILES: O[CH2:2][C:3]1[CH2:10][S:9][C@H:8]2[N:5]([C:6](=[O:20])[C@H:7]2[N:11]=[CH:12][C:13]2[C:14](=[CH:16][CH:17]=[CH:18][CH:19]=2)[OH:15])[C:4]=1[C:21]([O:23][CH:24]([C:31]1[CH:36]=[CH:35][CH:34]=[CH:33][CH:32]=1)[C:25]1[CH:30]=[CH:29][CH:28]=[CH:27][CH:26]=1)=[O:22].[C:37]1([P:43]([C:50]2[CH:55]=[CH:54][CH:53]=[CH:52][CH:51]=2)[C:44]2[CH:49]=[CH:48][CH:47]=[CH:46][CH:45]=2)[CH:42]=[CH:41][CH:40]=[CH:39][CH:38]=1.[I:56]I.C(O)(C)C>CN(C)C=O.O1CCCC1>[I-:56].[CH:24]([O:23][C:21]([C:4]1[N:5]2[C@H:8]([S:9][CH2:10][C:3]=1[CH2:2][P+:43]([C:44]1[CH:45]=[CH:46][CH:47]=[CH:48][CH:49]=1)([C:50]1[CH:55]=[CH:54][CH:53]=[CH:52][CH:51]=1)[C:37]1[CH:38]=[CH:39][CH:40]=[CH:41][CH:42]=1)[C@H:7]([N:11]=[CH:12][C:13]1[C:14](=[CH:16][CH:17]=[CH:18][CH:19]=1)[OH:15])[C:6]2=[O:20])=[O:22])([C:31]1[CH:36]=[CH:35][CH:34]=[CH:33][CH:32]=1)[C:25]1[CH:26]=[CH:27][CH:28]=[CH:29][CH:30]=1 |f:6.7|. Reported procedure: To a solution of benzhydryl (6R,7R)-3-hydroxymethyl-8-oxo-7-salicylideneamino-5-thia-1-azabicyclo[4.2.0]oct-2-ene-2-carboxylate (33 g) and triphenylphosphine (37.2 g) in N,N-dimethylformamide (90 ml) was added dropwise a solution of iodine (19.5 g) in tetrahydrofuran (30 ml) at 15° C., and the mixture was stirred for 15 minutes. The reaction mixture was poured into isopropyl alcohol (1200 ml) and then stirred for 2 hours. The precipitated crystals were collected by filtration to give (6R,7R)-2-b... Reactants: C(C)(C)O (isopropyl alcohol), OCC1=C(N2C([C@H]([C@H]2SC1)N=CC=1C(O)=CC=CC1)=O)C(=O)OC(C1=CC=CC=C1)C1=CC=CC=C1 (benzhydryl (6R,7R)-3-hydroxymethyl-8-oxo-7-salicylideneamino-5-thia-1-azabicyclo[4.2.0]oct-2-ene-2-carboxylate), C1(=CC=CC=C1)P(C1=CC=CC=C1)C1=CC=CC=C1 (triphenylphosphine), II (iodine). Starting materials: C1[C@@H](O1)CO ((S)-Glycidol), C(C)(C)(C)N (tert-butylamine). Run in O (water). The product is C(C)(C)(C)NC[C@@H](CO)O ((S)-1-tert-Butylamino-2,3-propanediol). The yield is 78.0%. Reaction SMILES: [CH2:1]1[O:3][C@H:2]1[CH2:4][OH:5].[C:6]([NH2:10])([CH3:9])([CH3:8])[CH3:7]>O>[C:6]([NH:10][CH2:1][C@H:2]([OH:3])[CH2:4][OH:5])([CH3:9])([CH3:8])[CH3:7]. Procedure: (S)-Glycidol was added dropwise, with stirring, to a mixture of 54.7 g of tert-butylamine and 25 mL of water, heated at reflux. The resulting mixture was heated at reflux for 12 h, and was thereafter allowed to cool to room temperature. The mixture was concentrated in vacuo and was treated with ether to effect crystallization. 28.6 g (78%) of crystalline product was thus obtained: 1H NMR (CDCl3) δ1.0 (s, C(CH3)3), 2.4-2.6 (m), 3.3-4.2 (m); 13C NMR (CDCl3) δ28.6 (3 CH3), 45.2 (CH2NH), 50.2 (C(CH3... As a reaction SMILES: [F:1][C:2]1[CH:7]=[CH:6][CH:5]=[CH:4][C:3]=1B(O)O.[C:11]([O:15][C:16]([N:18]1[CH2:23][CH2:22][C@H:21]([C:24]2[CH:25]=[C:26]3[C:35](=[CH:36][C:37]=2Br)[O:34][CH2:33][C:32]2[N:27]3[C@H:28]([CH3:40])[C:29](=[O:39])[NH:30][N:31]=2)[C@H:20]([CH3:41])[CH2:19]1)=[O:17])([CH3:14])([CH3:13])[CH3:12].C([O-])([O-])=O.[K+].[K+]>O1CCOCC1.O.C1C=CC(P(C2C=CC=CC=2)[C-]2C=CC=C2)=CC=1.C1C=CC(P(C2C=CC=CC=2)[C-]2C=CC=C2)=CC=1.Cl[Pd]Cl.[Fe+2].C(Cl)Cl>[C:11]([O:15][C:16]([N:18]1[CH2:23][CH2:22][C@H:21]([C:24]2[CH:25]=[C:26]3[C:35](=[CH:36][C:37]=2[C:3]2[CH:4]=[CH:5][CH:6]=[CH:7][C:2]=2[F:1])[O:34][CH2:33][C:32]2[N:27]3[C@H:28]([CH3:40])[C:29](=[O:39])[NH:30][N:31]=2)[C@H:20]([CH3:41])[CH2:19]1)=[O:17])([CH3:14])([CH3:12])[CH3:13] |f:2.3.4,7.8.9.10.11|. Reaction conditions: temperature 90 celsius. Reactants: FC1=C(C=CC=C1)B(O)O ((2-fluorophenyl)boronic acid), C(C)(C)(C)OC(=O)N1C[C@H]([C@H](CC1)C=1C=C2N3[C@@H](C(NN=C3COC2=CC1Br)=O)C)C ((3S,4S)-4-((R)-7-bromo-4-methyl-3-oxo-2,3,4,10-tetrahydro-9-oxa-1,2,4a-triaza-phenanthren-6-yl)-3-methyl-piperidine-1-carboxylic acid tert-butyl ester), C(=O)([O-])[O-].[K+].[K+] (K2CO3). Yield: 77.8%. Procedure: To a mixture of (2-fluorophenyl)boronic acid (0.019 g, 0.137 mmol), (3S,4S)-4-((R)-7-bromo-4-methyl-3-oxo-2,3,4,10-tetrahydro-9-oxa-1,2,4a-triaza-phenanthren-6-yl)-3-methyl-piperidine-1-carboxylic acid tert-butyl ester (0.045 g, 0.091 mmol) and K2CO3 (0.025 g, 0.182 mmol) in dioxane (12 mL) and water (2 mL) was added PdCl2(dppf)-CH2Cl2 adduct (7.45 mg, 9.12 μmol) and the reaction mixture was heated at 90° C. overnight. The reaction mixture was cooled to ambient temperature and concentrated in va... Reagents/catalysts: C1=CC=C(C=C1)P([C-]2C=CC=C2)C3=CC=CC=C3.C1=CC=C(C=C1)P([C-]2C=CC=C2)C3=CC=CC=C3.Cl[Pd]Cl.[Fe+2].C(Cl)Cl (PdCl2(dppf) CH2Cl2). The product is C(C)(C)(C)OC(=O)N1C[C@H]([C@H](CC1)C=1C=C2N3[C@@H](C(NN=C3COC2=CC1C1=C(C=CC=C1)F)=O)C)C ((3S,4S)-4-[(R)-7-(2-fluoro-phenyl)-4-methyl-3-oxo-2,3,4,10-tetrahydro-9-oxa-1,2,4a-triaza-phenanthren-6-yl]-3-methyl-piperidine-1-carboxylic acid tert-butyl ester). The solvent is O1CCOCC1 (dioxane), O (water). Reactants: C([O-])(O)=O.[K+] (potassium bicarbonate), C(C)OC(C(C(C)NC1CCCC1)C)=O ((rac)-3-cyclopentylamino-2-methyl-butanoic acid ethyl ester), ClC1=NC=C(C(=N1)Cl)[N+](=O)[O-] (2,4-dichloro-5-nitro-pyrimidine). The solvent is O (water), C(C)OCC (ethyl ether). Conditions: time 3 hour. Yields the product C(C)OC(C(C(C)N(C1CCCC1)C1=NC(=NC=C1[N+](=O)[O-])Cl)C)=O ((rac)-3-[(2-chloro-5-nitro-pyrimidin-4-yl)-cyclopentyl-amino]-2-methyl-butanoic acid ethyl ester). Yield: 75.5%. As a reaction SMILES: [CH2:1]([O:3][C:4](=[O:15])[CH:5]([CH3:14])[CH:6]([NH:8][CH:9]1[CH2:13][CH2:12][CH2:11][CH2:10]1)[CH3:7])[CH3:2].[Cl:16][C:17]1[N:22]=[C:21](Cl)[C:20]([N+:24]([O-:26])=[O:25])=[CH:19][N:18]=1.C(=O)(O)[O-].[K+]>O.C(OCC)C>[CH2:1]([O:3][C:4](=[O:15])[CH:5]([CH3:14])[CH:6]([N:8]([C:19]1[C:20]([N+:24]([O-:26])=[O:25])=[CH:21][N:22]=[C:17]([Cl:16])[N:18]=1)[CH:9]1[CH2:13][CH2:12][CH2:11][CH2:10]1)[CH3:7])[CH3:2] |f:2.3|. Reported procedure: A solution of 1.07 g (0.005 mole) of (rac)-3-cyclopentylamino-2-methyl-butanoic acid ethyl ester in 30 mL of water was added dropwise to a solution of 0.97 g (0.005 mole) of 2,4-dichloro-5-nitro-pyrimidine in 30 mL of ethyl ether. At 0 degrees, 1.0 g (0.010 mole) of potassium bicarbonate was added. The mixture was stirred at ambient temperature for 3 hours. The layers were then separated, and the aqueous layer extracted twice with 30 mL of ether. The combined organic layers were dried over anhyd... Reactants: CN(C)c1cccc2c(S(=O)(=O)Cl)cccc12, CO, CCN(C(C)C)C(C)C, ClCCl, CCCCc1nc2c(N)nc3ccccc3c2n1CCCCN. Yields the product CCCCc1nc2c(N)nc3ccccc3c2n1CCCCNS(=O)(=O)c1cccc2c(N(C)C)cccc12. Reaction SMILES: [CH3:1][N:2]([c:3]1[c:4]2[cH:5][cH:6][cH:7][c:8]([S:13](=[O:14])(=[O:15])[Cl:16])[c:9]2[cH:10][cH:11][cH:12]1)[CH3:17].[CH3:53][OH:54].[CH:18]([N:19]([CH2:20][CH3:21])[CH:22]([CH3:23])[CH3:24])([CH3:25])[CH3:26].[Cl:27][CH2:28][Cl:29].[NH2:30][CH2:31][CH2:32][CH2:33][CH2:34][n:35]1[c:36]([CH2:49][CH2:50][CH2:51][CH3:52])[n:37][c:38]2[c:39]([NH2:48])[n:40][c:41]3[cH:42][cH:43][cH:44][cH:45][c:46]3[c:47]12>>[CH3:1][N:2]([c:3]1[c:4]2[cH:5][cH:6][cH:7][c:8]([S:13](=[O:14])(=[O:15])[NH:30][CH2:31][CH2:32][CH2:33][CH2:34][n:35]3[c:36]([CH2:49][CH2:50][CH2:51][CH3:52])[n:37][c:38]4[c:39]([NH2:48])[n:40][c:41]5[cH:42][cH:43][cH:44][cH:45][c:46]5[c:47]34)[c:9]2[cH:10][cH:11][cH:12]1)[CH3:17]. Starting materials: O=C([O-])[O-], CN1CCN(c2cccc3c2CC(NC(=O)c2ccc(N4CCNCC4)cc2)CO3)CC1, CS(=O)(=O)OCCOCc1ccccc1, CN(C)C=O, [K+], [K+]. The product is CN1CCN(c2cccc3c2CC(NC(=O)c2ccc(N4CCN(CCOCc5ccccc5)CC4)cc2)CO3)CC1. As a reaction SMILES: [C:33](=[O:34])([O-:35])[O-:36].[CH3:1][N:2]1[CH2:3][CH2:4][N:5]([c:8]2[cH:9][cH:10][cH:11][c:12]3[c:13]2[CH2:14][CH:15]([NH:18][C:19]([c:20]2[cH:21][cH:22][c:23]([N:26]4[CH2:27][CH2:28][NH:29][CH2:30][CH2:31]4)[cH:24][cH:25]2)=[O:32])[CH2:16][O:17]3)[CH2:6][CH2:7]1.[CH3:39][S:40]([O:41][CH2:44][CH2:45][O:46][CH2:47][c:48]1[cH:49][cH:50][cH:51][cH:52][cH:53]1)(=[O:42])=[O:43].[CH3:54][N:55]([CH3:56])[CH:57]=[O:58].[K+:37].[K+:38]>>[CH3:1][N:2]1[CH2:3][CH2:4][N:5]([c:8]2[cH:9][cH:10][cH:11][c:12]3[c:13]2[CH2:14][CH:15]([NH:18][C:19]([c:20]2[cH:21][cH:22][c:23]([N:26]4[CH2:27][CH2:28][N:29]([CH2:44][CH2:45][O:46][CH2:47][c:48]5[cH:49][cH:50][cH:51][cH:52][cH:53]5)[CH2:30][CH2:31]4)[cH:24][cH:25]2)=[O:32])[CH2:16][O:17]3)[CH2:6][CH2:7]1.